From a dataset of the Open Reaction Database (ORD), a public repository of structured organic reaction records. describe an organic reaction: reactants, conditions, products, and yield Reactants: CCCCc1nc2c(C)ccnc2n1Cc1ccc(-n2cc(C(=O)OCC)cc2-c2nnnn2C(c2ccccc2)(c2ccccc2)c2ccccc2)cc1, CO, Cl. The product is CCCCc1nc2c(C)ccnc2n1Cc1ccc(-n2cc(C(=O)OCC)cc2-c2nnn[nH]2)cc1. Reaction SMILES: [CH2:1]([CH2:2][CH2:3][CH3:4])[c:5]1[n:6][c:7]2[c:8]([n:9][cH:10][cH:11][c:12]2[CH3:13])[n:14]1[CH2:15][c:16]1[cH:17][cH:18][c:19](-[n:22]2[c:23](-[c:32]3[n:33][n:34][n:35][n:36]3[C:37]([c:38]3[cH:39][cH:40][cH:41][cH:42][cH:43]3)([c:44]3[cH:45][cH:46][cH:47][cH:48][cH:49]3)[c:50]3[cH:51][cH:52][cH:53][cH:54][cH:55]3)[cH:24][c:25]([C:27](=[O:28])[O:29][CH2:30][CH3:31])[cH:26]2)[cH:20][cH:21]1.[CH3:57][OH:58].[ClH:56]>>[CH2:1]([CH2:2][CH2:3][CH3:4])[c:5]1[n:6][c:7]2[c:8]([n:9][cH:10][cH:11][c:12]2[CH3:13])[n:14]1[CH2:15][c:16]1[cH:17][cH:18][c:19](-[n:22]2[c:23](-[c:32]3[n:33][n:34][n:35][nH:36]3)[cH:24][c:25]([C:27](=[O:28])[O:29][CH2:30][CH3:31])[cH:26]2)[cH:20][cH:21]1. Starting materials: C(CCCCCCC\C=C/CCCCCCCC)(=O)OC (methyl oleate), [OH-].[K+] (KOH), Cl (HCl), O1CCCC1.CO.O (tetrahydrofuran methanol water). The reagents and catalysts are [Cu].[Zn] (zinc-copper couple). Solvent: CCOCC (ether). Reaction conditions: time 4 hour. Yields the product C(CCCCCCC)[C@@H]1[C@@H](C1)CCCCCCCC(=O)O (cis-8-(2-octylcyclopropyl) octanoic acid). Reaction SMILES: [C:1]([O:20]C)(=[O:19])[CH2:2][CH2:3][CH2:4][CH2:5][CH2:6][CH2:7][CH2:8]/[CH:9]=[CH:10]\[CH2:11][CH2:12][CH2:13][CH2:14][CH2:15][CH2:16][CH2:17][CH3:18].Cl.O1CCC[CH2:24]1.CO.O.[OH-].[K+]>CCOCC.[Cu].[Zn]>[CH2:11]([C@H:10]1[CH2:24][C@H:9]1[CH2:8][CH2:7][CH2:6][CH2:5][CH2:4][CH2:3][CH2:2][C:1]([OH:20])=[O:19])[CH2:12][CH2:13][CH2:14][CH2:15][CH2:16][CH2:17][CH3:18] |f:2.3.4,5.6,8.9|. Procedure: To 2.2 g of zinc-copper couple in 30 mL of dry ether is added 5.7 mL (16.9 mmol) of methyl oleate and 5.4 mL (70.7 mmol) of diiedomethane. The reaction mixture is refluxed overnight, cooled to room temperature, poured into 1.0N HCl, and extracted three times with ether. The organic layers are combined, washed with brine, dried over MgSO4, filtered, and concentrated in vacuo to give an oil. The oil is subjected to the conditions described in Example 51 above to give an oil free of starting materi... The reactants are O=C([O-])O, CN(C)c1ccncc1, CCOC(=O)Cl, ClCCl, Cc1cn2ccc(N)c(Br)c2n1, [Na+], O. Yields the product CCOC(=O)Nc1ccn2cc(C)nc2c1Br. As a reaction SMILES: [C:1](=[O:2])([OH:3])[O-:4].[CH3:28][N:29]([CH3:30])[c:31]1[cH:32][cH:33][n:34][cH:35][cH:36]1.[Cl:18][C:19](=[O:20])[O:21][CH2:22][CH3:23].[Cl:25][CH2:26][Cl:27].[NH2:6][c:7]1[c:8]([Br:17])[c:9]2[n:10]([cH:11][cH:12]1)[cH:13][c:14]([CH3:16])[n:15]2.[Na+:5].[OH2:24]>>[NH:6]([c:7]1[c:8]([Br:17])[c:9]2[n:10]([cH:11][cH:12]1)[cH:13][c:14]([CH3:16])[n:15]2)[C:19](=[O:20])[O:21][CH2:22][CH3:23]. Starting materials: Cc1ccccc1, OCCOc1ccc2c(c1)oc1cc(Cl)ccc12, O, O=S(Cl)Cl, c1ccncc1. Product: ClCCOc1ccc2c(c1)oc1cc(Cl)ccc12. RXN SMILES: [CH3:30][c:31]1[cH:32][cH:33][cH:34][cH:35][cH:36]1.[Cl:7][c:8]1[cH:9][c:10]2[c:11]([c:12]3[c:13]([o:14]2)[cH:15][c:16]([O:19][CH2:20][CH2:21][OH:22])[cH:17][cH:18]3)[cH:23][cH:24]1.[OH2:29].[S:25]([Cl:26])([Cl:27])=[O:28].[cH:1]1[cH:2][cH:3][n:4][cH:5][cH:6]1>>[Cl:7][c:8]1[cH:9][c:10]2[c:11]([c:12]3[c:13]([o:14]2)[cH:15][c:16]([O:19][CH2:20][CH2:21][Cl:27])[cH:17][cH:18]3)[cH:23][cH:24]1. Starting materials: C(C1=CC=CC=C1)OC(NC1=CC2=C(S1)C(=CC=C2OC)C2=CC=CC=C2)=O ((4-methoxy-7-phenyl-benzo[b]thiophen-2-yl)-carbamic acid benzyl ester), N1CCSCC1 (thiomorpholine). Run in O1CCOCC1 (dioxane). Product: COC1=CC=C(C=2SC(=CC21)NC(=O)N2CCSCC2)C2=CC=CC=C2 (Thiomorpholine-4-carboxylic acid (4-methoxy-7-phenyl-benzo[b]thiophen-2-yl)-amide). Yield: 47.7%. Reaction SMILES: C([O:8][C:9](=O)[NH:10][C:11]1[S:15][C:14]2[C:16]([C:22]3[CH:27]=[CH:26][CH:25]=[CH:24][CH:23]=3)=[CH:17][CH:18]=[C:19]([O:20][CH3:21])[C:13]=2[CH:12]=1)C1C=CC=CC=1.[NH:29]1[CH2:34][CH2:33][S:32][CH2:31][CH2:30]1>O1CCOCC1>[CH3:21][O:20][C:19]1[C:13]2[CH:12]=[C:11]([NH:10][C:9]([N:29]3[CH2:34][CH2:33][S:32][CH2:31][CH2:30]3)=[O:8])[S:15][C:14]=2[C:16]([C:22]2[CH:27]=[CH:26][CH:25]=[CH:24][CH:23]=2)=[CH:17][CH:18]=1. Procedure: A stirred solution of (4-methoxy-7-phenyl-benzo[b]thiophen-2-yl)-carbamic acid benzyl ester (200 mg, 0.513 mmol) in dioxane (5 ml) was heated with thiomorpholine (10 eq., 5.13 mmol) for 68 h at reflux under argon. After cooling the reaction the solvents were evaporated and the residue was chromatographed over silica gel eluting with heptane/EtOAc (1:2). The product fractions were then combined, evaporated and dried under vacuum at 60° C. to afford the pure title product (94 mg, 47% yield) as a l... Starting materials: CCOC(C)=O, CC(C)O, COc1ccccc1NC(=O)c1ccccc1I, [K+], [K+], O=[N+]([O-])c1ccc(S)cc1, O=C([O-])[O-], OCCO. Product: COc1ccccc1NC(=O)c1ccccc1Sc1ccc([N+](=O)[O-])cc1. RXN SMILES: [CH3:39][CH2:40][O:41][C:42](=[O:43])[CH3:44].[CH3:45][CH:46]([OH:47])[CH3:48].[I:1][c:2]1[c:3]([C:4](=[O:5])[NH:6][c:7]2[c:8]([O:13][CH3:14])[cH:9][cH:10][cH:11][cH:12]2)[cH:15][cH:16][cH:17][cH:18]1.[K+:19].[K+:20].[N+:25](=[O:26])([O-:27])[c:28]1[cH:29][cH:30][c:31]([SH:34])[cH:32][cH:33]1.[O-:21][C:22]([O-:23])=[O:24].[OH:35][CH2:36][CH2:37][OH:38]>>[c:2]1([S:34][c:31]2[cH:30][cH:29][c:28]([N+:25](=[O:26])[O-:27])[cH:33][cH:32]2)[c:3]([C:4](=[O:5])[NH:6][c:7]2[c:8]([O:13][CH3:14])[cH:9][cH:10][cH:11][cH:12]2)[cH:15][cH:16][cH:17][cH:18]1. RXN SMILES: [C:1]([CH3:2])([CH3:3])([CH3:4])[SiH2:5][O:6][C:7]([c:8]1[c:9](-[c:14]2[n:15]([CH3:23])[c:16]3[cH:17][cH:18][cH:19][cH:20][c:21]3[cH:22]2)[cH:10][n:11][cH:12][cH:13]1)([CH3:24])[CH3:25].[Cl:26][S:27](=[O:29])([N:30]=[C:31]=[O:28])=[O:32].[Cl:38][CH2:39][Cl:40].[O:33]=[CH:34][N:35]([CH3:36])[CH3:37]>>[C:1]([CH3:2])([CH3:3])([CH3:4])[SiH2:5][O:6][C:7]([c:8]1[c:9](-[c:14]2[n:15]([CH3:23])[c:16]3[cH:17][cH:18][cH:19][cH:20][c:21]3[c:22]2[C:31]#[N:30])[cH:10][n:11][cH:12][cH:13]1)([CH3:24])[CH3:25]. The reactants are Cn1c(-c2cnccc2C(C)(C)O[SiH2]C(C)(C)C)cc2ccccc21, O=C=NS(=O)(=O)Cl, ClCCl, CN(C)C=O. Product: Cn1c(-c2cnccc2C(C)(C)O[SiH2]C(C)(C)C)c(C#N)c2ccccc21.